From a dataset of the Open Reaction Database (ORD), a public repository of structured organic reaction records. describe an organic reaction: reactants, conditions, products, and yield Starting materials: COc1ccc(-c2ccc3ccccc3c2)cc1, Cl, c1cc[nH+]cc1. Product: Oc1ccc(-c2ccc3ccccc3c2)cc1. Reaction SMILES: [CH3:1][O:2][c:3]1[cH:4][cH:5][c:6](-[c:9]2[cH:10][c:11]3[cH:12][cH:13][cH:14][cH:15][c:16]3[cH:17][cH:18]2)[cH:7][cH:8]1.[ClH:25].[nH+:19]1[cH:20][cH:21][cH:22][cH:23][cH:24]1>>[OH:2][c:3]1[cH:4][cH:5][c:6](-[c:9]2[cH:10][c:11]3[cH:12][cH:13][cH:14][cH:15][c:16]3[cH:17][cH:18]2)[cH:7][cH:8]1. Starting materials: CCOC(=O)CCCC1CCN(C(=O)Nc2cc(Oc3ccc4c(ccn4C(=O)NC)c3)ccn2)CC1, CO, Cl, [Li+], C1CCOC1, [OH-]. Product: CNC(=O)n1ccc2cc(Oc3ccnc(NC(=O)N4CCC(CCCC(=O)O)CC4)c3)ccc21. Reaction SMILES: [CH3:1][NH:2][C:3](=[O:4])[n:5]1[cH:6][cH:7][c:8]2[cH:9][c:10]([O:14][c:15]3[cH:16][c:17]([NH:21][C:22](=[O:23])[N:24]4[CH2:25][CH2:26][CH:27]([CH2:30][CH2:31][CH2:32][C:33](=[O:34])[O:35][CH2:36][CH3:37])[CH2:28][CH2:29]4)[n:18][cH:19][cH:20]3)[cH:11][cH:12][c:13]12.[CH3:46][OH:47].[ClH:40].[Li+:38].[O:41]1[CH2:42][CH2:43][CH2:44][CH2:45]1.[OH-:39]>>[CH3:1][NH:2][C:3](=[O:4])[n:5]1[cH:6][cH:7][c:8]2[cH:9][c:10]([O:14][c:15]3[cH:16][c:17]([NH:21][C:22](=[O:23])[N:24]4[CH2:25][CH2:26][CH:27]([CH2:30][CH2:31][CH2:32][C:33](=[O:34])[OH:35])[CH2:28][CH2:29]4)[n:18][cH:19][cH:20]3)[cH:11][cH:12][c:13]12. Reactants: C1(CCC1)COCCC1=CC=C(OCC2CO2)C=C1 (1-[4-(2-cyclobutylmethoxyethyl)phenoxy]-2,3-epoxypropane), NCCOC1=C(C=C(C=C1)C=1CCC(NN1)=O)Cl (6-[4-(2-aminoethoxy)-3-chloro-phenyl]-4,5-dihydro-3(2H)-pyridazinone). The product is C1(CCC1)COCCC1=CC=C(OCC(CNCCOC2=C(C=C(C=C2)C=2CCC(NN2)=O)Cl)O)C=C1 (6-[4-[2-[3-(4-(2-Cyclobutylmethoxy-ethyl)phenoxy)-2-hydroxypropylamino]ethoxy]-3-chloro-phenyl]-4,5-dihydro-3(2H)-pyridazinone). As a reaction SMILES: [CH:1]1([CH2:5][O:6][CH2:7][CH2:8][C:9]2[CH:19]=[CH:18][C:12]([O:13][CH2:14][CH:15]3[O:17][CH2:16]3)=[CH:11][CH:10]=2)[CH2:4][CH2:3][CH2:2]1.[NH2:20][CH2:21][CH2:22][O:23][C:24]1[CH:29]=[CH:28][C:27]([C:30]2[CH2:31][CH2:32][C:33](=[O:36])[NH:34][N:35]=2)=[CH:26][C:25]=1[Cl:37]>>[CH:1]1([CH2:5][O:6][CH2:7][CH2:8][C:9]2[CH:19]=[CH:18][C:12]([O:13][CH2:14][CH:15]([OH:17])[CH2:16][NH:20][CH2:21][CH2:22][O:23][C:24]3[CH:29]=[CH:28][C:27]([C:30]4[CH2:31][CH2:32][C:33](=[O:36])[NH:34][N:35]=4)=[CH:26][C:25]=3[Cl:37])=[CH:11][CH:10]=2)[CH2:4][CH2:3][CH2:2]1. Procedure details: Prepared analogously to Example 1 from 1-[4-(2-cyclobutylmethoxyethyl)phenoxy]-2,3-epoxypropane and 6-[4-(2-aminoethoxy)-3-chloro-phenyl]-4,5-dihydro-3(2H)-pyridazinone. Reactants: CCc1nnc(Cc2cc(NC(=O)C(F)(F)F)ccc2S(=O)(=O)Nc2ccc3c(c2)B(O)OC3)o1, CO, [NH4+]. The product is CCc1nnc(Cc2cc(N)ccc2S(=O)(=O)Nc2ccc3c(c2)B(O)OC3)o1. As a reaction SMILES: [CH2:1]([CH3:2])[c:3]1[n:4][n:5][c:6]([CH2:8][c:9]2[cH:10][c:11]([NH:29][C:30](=[O:31])[C:32]([F:33])([F:34])[F:35])[cH:12][cH:13][c:14]2[S:15]([NH:16][c:17]2[cH:18][cH:19][c:20]3[c:21]([cH:26]2)[B:22]([OH:25])[O:23][CH2:24]3)(=[O:27])=[O:28])[o:7]1.[CH3:37][OH:38].[NH4+:36]>>[CH2:1]([CH3:2])[c:3]1[n:4][n:5][c:6]([CH2:8][c:9]2[cH:10][c:11]([NH2:29])[cH:12][cH:13][c:14]2[S:15]([NH:16][c:17]2[cH:18][cH:19][c:20]3[c:21]([cH:26]2)[B:22]([OH:25])[O:23][CH2:24]3)(=[O:27])=[O:28])[o:7]1. The reactants are [BH4-], Cc1cn(-c2ccc(NC(C)CC(=O)NC(=O)OC(C)(C)C)cc2)cn1, CCO, [Cl-], [Cl-], ClCCl, Cl, [Mg+2], [Na+], O, O, O, O, O, O, O, O=C(O)CC(O)(CC(=O)O)C(=O)O. The product is Cc1cn(-c2ccc3c(c2)C(NC(=O)OC(C)(C)C)CC(C)N3)cn1. RXN SMILES: [BH4-:1].[CH3:3][c:4]1[n:5][cH:6][n:7](-[c:9]2[cH:10][cH:11][c:12]([NH:15][CH:16]([CH2:17][C:18](=[O:19])[NH:20][C:21]([O:22][C:23]([CH3:24])([CH3:25])[CH3:26])=[O:27])[CH3:28])[cH:13][cH:14]2)[cH:8]1.[CH3:52][CH2:53][OH:54].[Cl-:35].[Cl-:37].[Cl:56][CH2:57][Cl:58].[ClH:51].[Mg+2:36].[Na+:2].[OH2:29].[OH2:30].[OH2:31].[OH2:32].[OH2:33].[OH2:34].[OH2:55].[OH:38][C:39]([CH2:40][C:41]([C:42](=[O:43])[OH:44])([CH2:45][C:46](=[O:47])[OH:48])[OH:49])=[O:50]>>[CH3:3][c:4]1[n:5][cH:6][n:7](-[c:9]2[cH:10][cH:11][c:12]3[c:13]([cH:14]2)[CH:18]([NH:20][C:21]([O:22][C:23]([CH3:24])([CH3:25])[CH3:26])=[O:27])[CH2:17][CH:16]([CH3:28])[NH:15]3)[cH:8]1. Reactants: ClC1=C(C(=S)Cl)C=C(C(=C1)Cl)C (2,4-dichloro-5-methylthiobenzoyl chloride), C(Cl)(Cl)Cl (chloroform), ClCl (chlorine). The solvent is ice water. Run at temperature 25 celsius, time 18 hour. Yields the product ClC1=C(C(=S)Cl)C=C(C(=C1)Cl)C(Cl)(Cl)Cl (2,4-dichloro-5-trichloromethylthiobenzoyl chloride). Reaction SMILES: [Cl:1][C:2]1[CH:10]=[C:9]([Cl:11])[C:8](C)=[CH:7][C:3]=1[C:4]([Cl:6])=[S:5].ClCl.[CH:15]([Cl:18])([Cl:17])[Cl:16]>>[Cl:1][C:2]1[CH:10]=[C:9]([Cl:11])[C:8]([C:15]([Cl:18])([Cl:17])[Cl:16])=[CH:7][C:3]=1[C:4]([Cl:6])=[S:5]. Reported procedure: A solution of 2,4-dichloro-5-methylthiobenzoyl chloride (25 g.; 0.097 mole) in chloroform (1.30 ml.) is cooled in ice water to 20° C. and irradiated with a 200 watt bulb while a slow stream of chlorine is bubbled into the reaction mixture for four hours. The reaction mixture is stirred at 25° C. for 18 hours; then the solvent is removed by distillation at reduced pressure. The 2,4-dichloro-5-trichloromethylthiobenzoyl chloride which remains (14.0 g.; 40%) melts at 79°-81° C. after recrystallizat...